This data is from the Open Reaction Database (ORD), a public repository of structured organic reaction records. The task is: describe an organic reaction: reactants, conditions, products, and yield Reactants: BrC1=CC=C(C(=N1)C(NC)=O)NC1=NC(=NC=C1C(F)(F)F)NC1=C(C=C(CCCP(O)=O)C=C1)OC ((4-{[4-{[6-bromo-2-(methylcarbamoyl)pyridin-3-yl]amino}-5-(trifluoromethyl)pyrimidin-2-yl]amino}-3-methoxybenzyl)ethylphosphinic acid), BrC1=CC=C(C(=N1)C(NC)=O)NC1=NC(=NC=C1C(F)(F)F)NC1=C(C=C(CCCCP(OCC)=O)C=C1)OC (ethyl (4-{[4-{[6-bromo-2-(methylcarbamoyl)pyridin-3-yl]amino}-5-(trifluoromethyl)pyrimidin-2-yl]amino}-3-methoxybenzyl)propylphosphinate), BrC1=CC=C(C(=N1)C(NC)=O)NC1=NC(=NC=C1C(F)(F)F)NC1=C(C=C(CCCCP(OCC)=O)C=C1)OC (ethyl (4-{[4-{[6-bromo-2-(methylcarbamoyl)pyridin-3-yl]amino}-5-(trifluoromethyl)pyrimidin-2-yl]amino}-3-methoxybenzyl)propylphosphinate). Yields the product BrC1=CC=C(C(=N1)C(NC)=O)NC1=NC(=NC=C1C(F)(F)F)NC1=C(C=C(CCCCP(O)=O)C=C1)OC ((4-{[4-{[6-bromo-2-(methylcarbamoyl)pyridin-3-yl]amino}-5-(trifluoromethyl)pyrimidin-2-yl]amino}-3-methoxybenzyl)propylphosphinic acid). RXN SMILES: BrC1N=C(C(=O)NC)C(NC2C(C(F)(F)F)=CN=C(NC3C=CC(CCCP(=O)O)=CC=3OC)N=2)=CC=1.[Br:38][C:39]1[N:44]=[C:43]([C:45](=[O:48])[NH:46][CH3:47])[C:42]([NH:49][C:50]2[C:55]([C:56]([F:59])([F:58])[F:57])=[CH:54][N:53]=[C:52]([NH:60][C:61]3[CH:75]=[CH:74][C:64]([CH2:65][CH2:66][CH2:67][CH2:68][PH:69](=[O:73])[O:70]CC)=[CH:63][C:62]=3[O:76][CH3:77])[N:51]=2)=[CH:41][CH:40]=1>>[Br:38][C:39]1[N:44]=[C:43]([C:45](=[O:48])[NH:46][CH3:47])[C:42]([NH:49][C:50]2[C:55]([C:56]([F:59])([F:57])[F:58])=[CH:54][N:53]=[C:52]([NH:60][C:61]3[CH:75]=[CH:74][C:64]([CH2:65][CH2:66][CH2:67][CH2:68][PH:69](=[O:70])[OH:73])=[CH:63][C:62]=3[O:76][CH3:77])[N:51]=2)=[CH:41][CH:40]=1. Procedure: Prepared analogously to Compound 67B replacing Compound 67C with ethyl (4-{[4-{[6-bromo-2-(methylcarbamoyl)pyridin-3-yl]amino}-5-(trifluoromethyl)pyrimidin-2-yl]amino}-3-methoxybenzyl)propylphosphinate (Compound 74C). MS (ESI): m/z 617.55/619.52 [M+H]+. UPLC: tR=1.31 min (UPLC-SQD: analytical—2 min).